From a dataset of the Open Reaction Database (ORD), a public repository of structured organic reaction records. describe an organic reaction: reactants, conditions, products, and yield The reactants are C=C(CCc1ccccc1)C(=O)OCC, CN, CCO. The product is CCOC(=O)C(CCc1ccccc1)CNC. RXN SMILES: [CH2:1]=[C:2]([C:3](=[O:4])[O:5][CH2:6][CH3:7])[CH2:8][CH2:9][c:10]1[cH:11][cH:12][cH:13][cH:14][cH:15]1.[CH3:16][NH2:17].[CH3:18][CH2:19][OH:20]>>[CH2:1]([CH:2]([C:3](=[O:4])[O:5][CH2:6][CH3:7])[CH2:8][CH2:9][c:10]1[cH:11][cH:12][cH:13][cH:14][cH:15]1)[NH:17][CH3:16]. Reactants: CC(C)(C)[O-], CC(C)(C)[O-], CC(C)(C)[O-], CC(C)(C)[O-], CCC(CC(O)(C=O)C(F)(F)F)c1ccc(F)c(F)c1OC, Nc1cccc2c(=O)[nH]ncc12, [Ti+4]. The product is CCC(CC(O)(C=Nc1cccc2c(=O)[nH]ncc12)C(F)(F)F)c1ccc(F)c(F)c1OC. As a reaction SMILES: [CH3:35][C:36]([CH3:37])([O-:38])[CH3:39].[CH3:40][C:41]([CH3:42])([O-:43])[CH3:44].[CH3:45][C:46]([CH3:47])([O-:48])[CH3:49].[CH3:50][C:51]([CH3:52])([O-:53])[CH3:54].[F:1][c:2]1[c:3]([O:21][CH3:22])[c:4]([CH:9]([CH2:10][C:11]([CH:12]=[O:13])([C:14]([F:15])([F:16])[F:17])[OH:18])[CH2:19][CH3:20])[cH:5][cH:6][c:7]1[F:8].[NH2:23][c:24]1[c:25]2[cH:26][n:27][nH:28][c:29](=[O:34])[c:30]2[cH:31][cH:32][cH:33]1.[Ti+4:55]>>[F:1][c:2]1[c:3]([O:21][CH3:22])[c:4]([CH:9]([CH2:10][C:11]([CH:12]=[N:23][c:24]2[c:25]3[cH:26][n:27][nH:28][c:29](=[O:34])[c:30]3[cH:31][cH:32][cH:33]2)([C:14]([F:15])([F:16])[F:17])[OH:18])[CH2:19][CH3:20])[cH:5][cH:6][c:7]1[F:8]. Starting materials: C(CCC)OCCO (2-Butoxyethanol), O1C(=CC=C1)C(=O)O (furoic acid), CCCCCCCC(=O)O[Sn](CCCC)(CCCC)OC(=O)CCCCCCC (dibutyltin dioctoate). The solvent is C=1(C(=CC=CC1)C)C (xylene). Yields the product C(CCC)OCCOC(=O)C=1OC=CC1 (2-Butoxyethylfuroate). RXN SMILES: [CH2:1]([O:5][CH2:6][CH2:7][OH:8])[CH2:2][CH2:3][CH3:4].[O:9]1[CH:13]=[CH:12][CH:11]=[C:10]1[C:14](O)=[O:15].CCCCCCCC(O[Sn](OC(CCCCCCC)=O)(CCCC)CCCC)=O>C1(C)C(C)=CC=CC=1>[CH2:1]([O:5][CH2:6][CH2:7][O:8][C:14]([C:10]1[O:9][CH:13]=[CH:12][CH:11]=1)=[O:15])[CH2:2][CH2:3][CH3:4]. Reported procedure: 2-Butoxyethanol (butyl cellosolve) 121 g (1.02 m), furoic acid 95 g (0.85 m) and 1 g dibutyltin dioctoate were heated with a xylene azeotrope to acid number 3. Xylene removed by distillation to a pot temperature of 200° and reaction product distilled. 2-Butoxyethylfuroate collected in fraction 2, 111°-104°. Yield 162 g, 86%. The reactants are NC=1C(N(C(N(C1N)CC)=O)CC)=O (5,6-diamino-1,3-diethyluracil), CN(C)C1=CC=C(C=CC(=O)O)C=C1 (4-(N,N-dimethylamino)cinnamic acid). Yields the product CN(C)C1=CC=C(/C=C/C2=NC=3N(C(N(C(C3N2)=O)CC)=O)CC)C=C1 ((E)-8-[4-(N,N-Dimethylamino)styryl]-1,3-diethylxanthine). The yield is 52.1%. RXN SMILES: [NH2:1][C:2]1[C:3](=[O:14])[N:4]([CH2:12][CH3:13])[C:5](=[O:11])[N:6]([CH2:9][CH3:10])[C:7]=1[NH2:8].[CH3:15][N:16]([C:18]1[CH:28]=[CH:27][C:21]([CH:22]=[CH:23][C:24](O)=O)=[CH:20][CH:19]=1)[CH3:17]>>[CH3:15][N:16]([C:18]1[CH:28]=[CH:27][C:21](/[CH:22]=[CH:23]/[C:24]2[NH:1][C:2]3[C:3](=[O:14])[N:4]([CH2:12][CH3:13])[C:5](=[O:11])[N:6]([CH2:9][CH3:10])[C:7]=3[N:8]=2)=[CH:20][CH:19]=1)[CH3:17]. Reported procedure: Substantially the same procedure as in Example 7 was repeated using 3.00 g (15.1 mmol) of 5,6-diamino-1,3-diethyluracil and 3.30 g (17.3 mmol) of 4-(N,N-dimethylamino)cinnamic acid. Then, the resultant crude crystals were recrystallized from dioxane to give 2.78 g (yield 52%) of Compound 162 as yellow needles. Reactants: BrC(C)(C)C1=CC=NC=2N1N=CN2 (7-(1-bromo-1-methylethyl)-1,2,4-triazolo[1,5-a]pyrimidine), ClC1=CC=C(C=C1)O (4-chlorophenol), C([O-])(O)=O.[Na+] (sodium bicarbonate). Reagents/catalysts: C(C)(=O)CC(C)=O.[Ni] (nickel acetyl acetone). The solvent is C1(=CC=CC=C1)C (toluene). Product: ClC1=CC=C(OC(C)(C)C2=CC=NC=3N2N=CN3)C=C1 (7-[1-(4-chlorophenoxy)-1-methylethyl]-1,2,4-triazolo[1,5-a]pyrimidine). Reaction SMILES: Br[C:2]([C:5]1[N:10]2[N:11]=[CH:12][N:13]=[C:9]2[N:8]=[CH:7][CH:6]=1)([CH3:4])[CH3:3].[Cl:14][C:15]1[CH:20]=[CH:19][C:18]([OH:21])=[CH:17][CH:16]=1.C(=O)(O)[O-].[Na+]>C(CC(=O)C)(=O)C.[Ni].C1(C)C=CC=CC=1>[Cl:14][C:15]1[CH:20]=[CH:19][C:18]([O:21][C:2]([C:5]2[N:10]3[N:11]=[CH:12][N:13]=[C:9]3[N:8]=[CH:7][CH:6]=2)([CH3:4])[CH3:3])=[CH:17][CH:16]=1 |f:2.3,4.5|. Procedure: A mixture of 7-(1-bromo-1-methylethyl)-1,2,4-triazolo[1,5-a]pyrimidine (2.95 g, prepared in a similar manner to that described above), 4-chlorophenol (1.56 g), sodium bicarbonate (1 g), nickel acetyl acetone (5 mg) and dry toluene (80 ml) was stirred and heated under reflux for 7 days. The solvent was evaporated and the crude product was purified by flash chromatography using as eluent a mixture of toluene and ethylacetate (in the ratio 5:1 respectively), followed by recrystallisation from n-hex... The reactants are product 57a, NC(=O)[C@@H]1[C@@H]([C@H]2C=C[C@@H]1C2)NC2=NC(=NC=C2F)NC2=CC(=C(C=C2)N2CCN(CC2)C)C ((1R,2R,3S,4S)—N4-(3-Aminocarbonylbicyclo[2.2.1]hept-5-en-2-yl)-5-fluoro-N2-[3-methyl-4-(4-methlypiperazin-1-yl)phenyl]-2,4-pyrimidinediamine), TEA. The solvent is CO (methanol). Conditions: temperature 100 celsius, time 24 hour. Yields the product N.CO (NH3 MeOH), NC1=NC=CC(=N1)N (2,4-diaminopyrimidine). Isolated yield 2.0%. RXN SMILES: [NH2:1][C:2]([C@H]1[C@H]2C[C@H](C=C2)[C@H]1[NH:11][C:12]1[C:17](F)=[CH:16][N:15]=[C:14]([NH:19]C2C=CC(N3CCN(C)CC3)=C(C)C=2)[N:13]=1)=[O:3]>CO>[NH3:1].[CH3:2][OH:3].[NH2:19][C:14]1[N:13]=[C:12]([NH2:11])[CH:17]=[CH:16][N:15]=1 |f:2.3|. Reported procedure: A sealed tube charged with enantiomerically pure mono-SNAr product 57a (2.25 g, 8 mmol), aniline 7 (1.80 g, 8.8 mmol), TEA (1.12 mL) and methanol (18 mL) was stirred at 100° C. for 24 hours. The resulting viscous but homogeneous solution was concentrated and the residue was chromatographed (silica gel, CH2Cl2 then 2-5% 2N NH3/MeOH in CH2Cl2) to afford the expected 2,4-diaminopyrimidine derivative 60a (2.28 g, 63%; purity: 95% AUC; enantiomeric purity; greater than 99% as determined by chiral HPL...